From a dataset of the Open Reaction Database (ORD), a public repository of structured organic reaction records. describe an organic reaction: reactants, conditions, products, and yield Starting materials: FC=1C=C2C(=CNC2=CC1)C1CCN(CC1)S(=O)(=O)N1[C@H](CCCC1)C(=O)O (1-[4-(5-fluoroindol-3-yl)piperidine-1-sulfonyl]piperidine-2-(R)-carboxylic acid), Cl.C(C1=CC=CC=C1)ON (O-benzylhydroxylamine hydrochloride salt), C(C)N=C=NCCCN(C)C (1-ethyl-3-(3-dimethylaminopropyl)carbodiimide), CN1CCOCC1 (4-methylmorpholine). The reagents and catalysts are CN(C1=CC=NC=C1)C (4-dimethylaminopyridine). The solvent is C(Cl)Cl (methylene chloride), C(Cl)Cl (methylene chloride). Run at time 2 hour. The product is C(C1=CC=CC=C1)ONC(=O)[C@@H]1N(CCCC1)S(=O)(=O)N1CCC(CC1)C1=CNC2=CC=C(C=C12)F (N-benzyloxy-1-[4-(5-fluoroindol-3-yl)piperidine-1-sulfonyl]piperidine-2-(R)-carboxamide). The yield is 95.0%. RXN SMILES: [F:1][C:2]1[CH:3]=[C:4]2[C:8](=[CH:9][CH:10]=1)[NH:7][CH:6]=[C:5]2[CH:11]1[CH2:16][CH2:15][N:14]([S:17]([N:20]2[CH2:25][CH2:24][CH2:23][CH2:22][C@@H:21]2[C:26](O)=[O:27])(=[O:19])=[O:18])[CH2:13][CH2:12]1.Cl.[CH2:30]([O:37][NH2:38])[C:31]1[CH:36]=[CH:35][CH:34]=[CH:33][CH:32]=1.CN1CCOCC1.C(N=C=NCCCN(C)C)C>C(Cl)Cl.CN(C)C1C=CN=CC=1>[CH2:30]([O:37][NH:38][C:26]([C@H:21]1[CH2:22][CH2:23][CH2:24][CH2:25][N:20]1[S:17]([N:14]1[CH2:15][CH2:16][CH:11]([C:5]2[C:4]3[C:8](=[CH:9][CH:10]=[C:2]([F:1])[CH:3]=3)[NH:7][CH:6]=2)[CH2:12][CH2:13]1)(=[O:18])=[O:19])=[O:27])[C:31]1[CH:36]=[CH:35][CH:34]=[CH:33][CH:32]=1 |f:1.2|. Reported procedure: To a solution of 1-[4-(5-fluoroindol-3-yl)piperidine-1-sulfonyl]piperidine-2-(R)-carboxylic acid (0.46 g, 1.12 mmol) [prepared as described Step 2 above] in methylene chloride (10 ml) was added O-benzylhydroxylamine hydrochloride salt (0.54 g, 3.36 mmol), followed by 4-dimethylaminopyridine (0.15 g, 1.23 mmol), 4-methylmorpholine (0.38 ml, 3.47 mmol), and 1-ethyl-3-(3-dimethylaminopropyl)carbodiimide (0.43 g, 2.24 mmol). The reaction was stirred at RT for 2 h, diluted with methylene chloride (50... Starting materials: BrC1=C(N=NC=C1)C=1C=C2C(=CNC2=CC1)C=O (5-(4-Bromopyridazin-3-yl)-1H-indole-3-carbaldehyde), OC1=C(C=CC=C1)B(O)O (2-hydroxy benzeneboronic acid). Yields the product OC1=C(C=CC=C1)C1=CC=C(N=N1)C=1C=C2C(=CNC2=CC1)C=O (5-(6-(2-Hydroxyphenyl)pyridazin-3-yl)-1H-indole-3-carbaldehyde). As a reaction SMILES: Br[C:2]1[CH:7]=[CH:6][N:5]=[N:4][C:3]=1[C:8]1[CH:9]=[C:10]2[C:14](=[CH:15][CH:16]=1)[NH:13][CH:12]=[C:11]2[CH:17]=[O:18].[OH:19][C:20]1[CH:25]=[CH:24][CH:23]=[CH:22][C:21]=1B(O)O>>[OH:19][C:20]1[CH:25]=[CH:24][CH:23]=[CH:22][C:21]=1[C:6]1[N:5]=[N:4][C:3]([C:8]2[CH:9]=[C:10]3[C:14](=[CH:15][CH:16]=2)[NH:13][CH:12]=[C:11]3[CH:17]=[O:18])=[CH:2][CH:7]=1. Procedure details: The title compound was prepared in analogous manner as described for 2. Thus, starting from 3 (0.1 g, 0.33 mmol) and 2-hydroxy benzeneboronic acid instead of 6-bromo-3-iodopyridineboronic acid following the above described procedure gave 50 mg of pure 4. Starting materials: C1(CCCCC1)C(=O)O (cyclohexanecarboxylic acid), BrCC#CC (1-bromo-2-butyne), ice water, C(CCC)[Li] (butyllithium), C(C)(C)NC(C)C (diisopropylamine), Cl (hydrochloric acid). Run in CCCCCC (hexane), O1CCCC1 (tetrahydrofuran). Reaction conditions: temperature -10 celsius, time 30 minute. Yields the product CC#CCC1(CCC1)C(=O)O (2,2-trimethylenehex-4-ynoic acid). As a reaction SMILES: [CH2:1]([Li])[CH2:2][CH2:3][CH3:4].C(NC(C)C)(C)C.[CH:13]1([C:19]([OH:21])=[O:20])[CH2:18][CH2:17][CH2:16]CC1.BrCC#CC.Cl>CCCCCC.O1CCCC1>[CH3:4][C:3]#[C:2][CH2:1][C:13]1([C:19]([OH:21])=[O:20])[CH2:16][CH2:17][CH2:18]1. Reported procedure: At -30° C., 265 ml of 1.66-molar butyllithium solution in hexane is added to a solution of 44.52 g of diisopropylamine in 200 ml of tetrahydrofuran, and thereafter 20.02 g of cyclohexanecarboxylic acid is added thereto. The mixture is stirred for 30 minutes at -10° C. and then 31.92 g of 1-bromo-2-butyne is added dropwise and the mixture is agitated for 16 hours at 25° C. whereupon it is poured on 600 ml of ice water. After acidifying with 2N hydrochloric acid to pH 4, the mixture is extracted w... Reactants: ClC1=C(C=C(C=C1)S(=O)(=O)NC=1C(=NC=C(C1)Cl)C=1N(C(=NN1)C(=O)OCC)C(C)C)C(F)(F)F (Ethyl 5-(3-(4-chloro-3-(trifluoromethyl)benzenesulfonamido)-5-chloropyridin-2-yl)-4-isopropyl-4H-1,2,4-triazole-3-carboxylate), C1CCOC1 (THF), [NH4+].[OH-] (NH4OH). Run in CCOC(=O)C (EtOAc). Reaction conditions: time 16 hour. Product: ClC1=C(C=C(C=C1)S(=O)(=O)NC=1C(=NC=C(C1)Cl)C=1N(C(=NN1)C(=O)N)C(C)C)C(F)(F)F (5-(3-(4-chloro-3-(trifluoromethyl)benzenesulfonamido)-5-chloropyridin-2-yl)-4-isopropyl-4H-1,2,4-triazole-3-carboxamide). The yield is 8.0%. As a reaction SMILES: [Cl:1][C:2]1[CH:7]=[CH:6][C:5]([S:8]([NH:11][C:12]2[C:13]([C:19]3[N:20]([CH:29]([CH3:31])[CH3:30])[C:21]([C:24]([O:26]CC)=O)=[N:22][N:23]=3)=[N:14][CH:15]=[C:16]([Cl:18])[CH:17]=2)(=[O:10])=[O:9])=[CH:4][C:3]=1[C:32]([F:35])([F:34])[F:33].C1COCC1.[NH4+:41].[OH-]>CCOC(C)=O>[Cl:1][C:2]1[CH:7]=[CH:6][C:5]([S:8]([NH:11][C:12]2[C:13]([C:19]3[N:20]([CH:29]([CH3:30])[CH3:31])[C:21]([C:24]([NH2:41])=[O:26])=[N:22][N:23]=3)=[N:14][CH:15]=[C:16]([Cl:18])[CH:17]=2)(=[O:10])=[O:9])=[CH:4][C:3]=1[C:32]([F:34])([F:35])[F:33] |f:2.3|. Procedure: To a vial containing Ethyl 5-(3-(4-chloro-3-(trifluoromethyl)benzenesulfonamido)-5-chloropyridin-2-yl)-4-isopropyl-4H-1,2,4-triazole-3-carboxylate (59 mg, 0.1 mmol) was added THF (0.6 mL) and NH4OH (0.2 mL). The solution was stirred at room temperature for 16 h. EtOAc (30 mL) was added. The organic phase washed with water (2×10 mL) and dried over Na2SO4. The volatiles were removed in vacuo. The resulting residue was purified by preparative HPLC (20→95% gradient of MeCN—H2O with 0.1% TFA) and the... Starting materials: FC([C@H](OC)C1=CC=C(C=C1)N1C(C2(CCC3(OCCO3)CC2)CC1)=O)(F)F (10-[4-((R)-2,2,2-Trifluoro-1-methoxy-ethyl)-phenyl]-1,4-dioxa-10-aza-dispiro[4.2.4.2]tetradecan-9-one), ice water, C(=O)([O-])[O-].[Na+].[Na+] (Na2CO3), Cl (hydrochloric acid). Solvent: O1CCCC1 (tetrahydrofuran). Conditions: time 4.5 hour. Product: FC([C@H](OC)C1=CC=C(C=C1)N1C(C2(CC1)CCC(CC2)=O)=O)(F)F (2-(4-((R)-2,2,2-trifluoro-1-methoxyethyl)phenyl)-2-azaspiro[4.5]decane-1,8-dione). Isolated yield 99.6%. As a reaction SMILES: [F:1][C:2]([F:28])([F:27])[C@@H:3]([C:6]1[CH:11]=[CH:10][C:9]([N:12]2[CH2:25][CH2:24][C:14]3([CH2:23][CH2:22][C:17]4(OCC[O:18]4)[CH2:16][CH2:15]3)[C:13]2=[O:26])=[CH:8][CH:7]=1)[O:4][CH3:5].Cl.C([O-])([O-])=O.[Na+].[Na+]>O1CCCC1>[F:28][C:2]([F:1])([F:27])[C@@H:3]([C:6]1[CH:7]=[CH:8][C:9]([N:12]2[CH2:25][CH2:24][C:14]3([CH2:23][CH2:22][C:17](=[O:18])[CH2:16][CH2:15]3)[C:13]2=[O:26])=[CH:10][CH:11]=1)[O:4][CH3:5] |f:2.3.4|. Procedure details: 10-[4-((R)-2,2,2-Trifluoro-1-methoxy-ethyl)-phenyl]-1,4-dioxa-10-aza-dispiro[4.2.4.2]tetradecan-9-one (1.41 g) was dissolved in tetrahydrofuran (35.0 mL). Then hydrochloric acid (2M, 21.2 mL) was added dropwise over a period of 15 minutes to the reaction mixture. The mixture was stirred for 4.5 hours at RT and was then poured into ice/water and basified with saturated Na2CO3 solution. The aqueous phase was then extracted two times with ethyl acetate and the organic layers were washed brine, drie... Reactants: C([O-])([O-])=O.[K+].[K+] (potassium carbonate), CI (methyl iodide), OC1=NN(C(=C1)C(F)(F)F)C (3-hydroxy-1-methyl-5-trifluoromethyl-1H-pyrazole), O (water). Run in CN(C=O)C (N,N-dimethylformamide). Conditions: time 15 hour. Product: COC1=NN(C(=C1)C(F)(F)F)C (3-methoxy-1-methyl-5-trifluoromethyl-1H-pyrazole). Yield: 90.4%. Reaction SMILES: [C:1](=O)([O-])[O-].[K+].[K+].CI.[OH:9][C:10]1[CH:14]=[C:13]([C:15]([F:18])([F:17])[F:16])[N:12]([CH3:19])[N:11]=1.O>CN(C)C=O>[CH3:1][O:9][C:10]1[CH:14]=[C:13]([C:15]([F:16])([F:18])[F:17])[N:12]([CH3:19])[N:11]=1 |f:0.1.2|. Procedure details: 10.0 g (72.3 mmoles) of anhydrous potassium carbonate and 12.8 g (90.3 mmoles) of methyl iodide were added, at room temperature, to a solution of 10.0 g (60.2 mmoles) of 3-hydroxy-1-methyl-5-trifluoromethyl-1H-pyrazole dissolved in 50 ml of N,N-dimethylformamide. The mixture was stirred for 15 hours to give rise to a reaction. After the completion of the reaction, the reaction mixture was poured into water, followed by extraction with diethyl ether. The resulting organic layer was washed with wa... Reactants: COC(=O)c1ccc(C(=O)[O-])cc1, O, O=S(Cl)Cl. Yields the product COC(=O)c1ccc(C(=O)Cl)cc1. RXN SMILES: [C:1]([c:2]1[cH:3][cH:4][c:5]([C:6](=[O:7])[O-:8])[cH:9][cH:10]1)(=[O:11])[O:12][CH3:13].[OH2:18].[S:14]([Cl:15])([Cl:16])=[O:17]>>[C:1]([c:2]1[cH:3][cH:4][c:5]([C:6](=[O:7])[Cl:16])[cH:9][cH:10]1)(=[O:11])[O:12][CH3:13]. Starting materials: NC1=C(C2=C(C3=C(OC2=O)C=CC=C3OC(F)F)C=C1)Br (8-amino-7-bromo-1-difluoromethoxy-6H-dibenzo(b,d)pyran-6-one), ClC(Cl)(OC(OC(Cl)(Cl)Cl)=O)Cl (triphosgene), C(C1=CC=CC=C1)O (benzyl alcohol). Solvent: C1CCOC1 (THF). The product is C(C1=CC=CC=C1)OC(=O)NC1=C(C2=C(C3=C(OC2=O)C=CC=C3OC(F)F)C=C1)Br (8-benzyloxycarbonylamino-7-bromo-1-difluoromethoxy-6H-dibenzo(b,d)pyran-6-one). Reaction SMILES: [NH2:1][C:2]1[CH:20]=[CH:19][C:5]2[C:6]3[C:14]([O:15][CH:16]([F:18])[F:17])=[CH:13][CH:12]=[CH:11][C:7]=3[O:8][C:9](=[O:10])[C:4]=2[C:3]=1[Br:21].Cl[C:23](Cl)([O:25][C:26](=[O:32])OC(Cl)(Cl)Cl)Cl.C(O)[C:35]1[CH:40]=[CH:39][CH:38]=[CH:37][CH:36]=1>C1COCC1>[CH2:23]([O:25][C:26]([NH:1][C:2]1[CH:20]=[CH:19][C:5]2[C:6]3[C:14]([O:15][CH:16]([F:18])[F:17])=[CH:13][CH:12]=[CH:11][C:7]=3[O:8][C:9](=[O:10])[C:4]=2[C:3]=1[Br:21])=[O:32])[C:35]1[CH:40]=[CH:39][CH:38]=[CH:37][CH:36]=1. Procedure: A solution of Example 27C (1.13 g, 3.19 mmol) in THF (100 mL) was treated with triphosgene (0.95 g, 3.19 mmol), heated at reflux for 4 hours, treated with benzyl alcohol, (3.44 g. 31.9 mmol), heated at reflux for 16 hours, cooled to room temperature, and concentrated to a fraction of its original volume. The solution was cooled to 0° C. and filtered to provide the desired product. MS (ESI(−)Q1MS) m/z 488 (M−H)−. Starting materials: OO (hydrogen peroxide), C(C)OC(=O)NC1=C(C(=O)O)C=CC=C1C (2-[(ethoxycarbonyl)amino]-3-methylbenzoic acid), C(C)(=O)O (acetic acid), Cl (hydrochloric acid). Solvent: O (water). Run at temperature 37.5 celsius, time 1 hour. The product is ClC=1C=C(C(=C(C(=O)O)C1)NC(=O)OCC)C (5-Chloro-2-[(ethoxycarbonyl)amino]-3-methylbenzoic acid). RXN SMILES: [CH2:1]([O:3][C:4]([NH:6][C:7]1[C:15]([CH3:16])=[CH:14][CH:13]=[CH:12][C:8]=1[C:9]([OH:11])=[O:10])=[O:5])[CH3:2].C(O)(=O)C.[ClH:21].OO>O>[Cl:21][C:13]1[CH:14]=[C:15]([CH3:16])[C:7]([NH:6][C:4]([O:3][CH2:1][CH3:2])=[O:5])=[C:8]([CH:12]=1)[C:9]([OH:11])=[O:10]. Procedure: A 2-L reactor equipped with overhead stirrer and thermocouple was charged with 150 g (0.672 mol) of 2-[(ethoxycarbonyl)amino]-3-methylbenzoic acid (ca. 98% purity) and acetic acid (500 g). The resulting slurry was heated to 35-40° C. to give a solution, which was cooled to 30° C., and then hydrochloric acid (37%, 150 g, 1.5 mol, 2.2 eq) was added. The mixture was maintained at 30° C. while aqueous hydrogen peroxide (30%, 96 g, 0.85 mol, 1.25 eq) was added over about 1 h. The mixture was then war...